From a dataset of the Open Reaction Database (ORD), a public repository of structured organic reaction records. describe an organic reaction: reactants, conditions, products, and yield The reactants are O (water), Teflon, P(=O)(Cl)(Cl)Cl (phosphorous oxychloride), O=C1NCCCN2C1=CC=1C=CC(=CC21)C(=O)O (1-oxo-2,3,4,5-tetrahydro-1H-[1,4]diazepino[1,2-a]indole-8-carboxylic acid), O=C1NCCCN2C1=CC=1C=CC(=CC21)C(=O)O (1-oxo-2,3,4,5-tetrahydro-1H-[1,4]diazepino[1,2-a]indole-8-carboxylic acid), C(C1=CC=CC=C1)C1=CC(=NO1)N (5-benzyl-3-aminoisoxazole). The solvent is N1=CC=CC=C1 (pyridine). Conditions: temperature 0 celsius. Yields the product C(C1=CC=CC=C1)C1=CC(=NO1)NC(=O)C=1C=CC=2C=C3N(C2C1)CCCNC3=O (N-(5-benzyl-1,2-oxazol-3-yl)-1-oxo-2,3,4,5-tetrahydro-1H-[1,4]diazepino[1,2-a]indole-8-carboxamide). The yield is 53.0%. RXN SMILES: [O:1]=[C:2]1[C:8]2=[CH:9][C:10]3[CH:11]=[CH:12][C:13]([C:16]([OH:18])=O)=[CH:14][C:15]=3[N:7]2[CH2:6][CH2:5][CH2:4][NH:3]1.[CH2:19]([C:26]1[O:30][N:29]=[C:28]([NH2:31])[CH:27]=1)[C:20]1[CH:25]=[CH:24][CH:23]=[CH:22][CH:21]=1.P(Cl)(Cl)(Cl)=O.O>N1C=CC=CC=1>[CH2:19]([C:26]1[O:30][N:29]=[C:28]([NH:31][C:16]([C:13]2[CH:12]=[CH:11][C:10]3[CH:9]=[C:8]4[C:2](=[O:1])[NH:3][CH2:4][CH2:5][CH2:6][N:7]4[C:15]=3[CH:14]=2)=[O:18])[CH:27]=1)[C:20]1[CH:21]=[CH:22][CH:23]=[CH:24][CH:25]=1. Procedure details: A 0.5-2 mL microwave reactor vial is charged with a mixture of 1-oxo-2,3,4,5-tetrahydro-1H-[1,4]diazepino[1,2-a]indole-8-carboxylic acid (Intermediate J, 100 mg, 0.41 mmol) and 5-benzyl-3-aminoisoxazole (107 mg, 0.61 mmol) in pyridine (500 μL) and the vial is sealed with a Teflon lined septa cap. The mixture is cooled to 0° C. and phosphorous oxychloride (40 μL, 0.43 mmol) is added. The mixture is allowed to warm to room temperature and is then irradiated in a microwave reactor at 150° C. for 60... The reactants are [Al+3], CCn1ncc(C#N)c1NC(c1ccccc1)(c1ccccc1)c1ccccc1, [F-], [H-], [H-], [H-], [H-], [Li+], [Na+], C1CCOC1, O. Product: CCn1ncc(CN)c1NC(c1ccccc1)(c1ccccc1)c1ccccc1. Reaction SMILES: [Al+3:2].[CH2:7]([CH3:8])[n:9]1[n:10][cH:11][c:12]([C:34]#[N:35])[c:13]1[NH:14][C:15]([c:16]1[cH:17][cH:18][cH:19][cH:20][cH:21]1)([c:22]1[cH:23][cH:24][cH:25][cH:26][cH:27]1)[c:28]1[cH:29][cH:30][cH:31][cH:32][cH:33]1.[F-:36].[H-:1].[H-:4].[H-:5].[H-:6].[Li+:3].[Na+:37].[O:39]1[CH2:40][CH2:41][CH2:42][CH2:43]1.[OH2:38]>>[CH2:7]([CH3:8])[n:9]1[n:10][cH:11][c:12]([CH2:34][NH2:35])[c:13]1[NH:14][C:15]([c:16]1[cH:17][cH:18][cH:19][cH:20][cH:21]1)([c:22]1[cH:23][cH:24][cH:25][cH:26][cH:27]1)[c:28]1[cH:29][cH:30][cH:31][cH:32][cH:33]1. Starting materials: C1(O)=C(O)C(O)=CC=C1 (pyrogallol), Ti, N (ammonia), oxidative polymer, CCCCOCCO (Butyl Cellosolve), C(C(C)O)O (propylene glycol), 250. The reagents and catalysts are [O-2].[O-2].[Ti+4] (titanium dioxide). Run in O (water), O (water). Yields the product C=1C2=C(C(=C(C1O)O)O)C(=O)C(=CC=C2)O (purpurogallin). Reaction SMILES: N.[CH3:2][CH2:3][CH2:4][CH2:5][O:6]CCO.[CH2:10]([OH:14])[CH:11](O)[CH3:12].[C:15]1(C=C[CH:21]=[C:19]([OH:20])[C:17]=1[OH:18])[OH:16]>[O-2].[O-2].[Ti+4].O>[CH:21]1[C:3]2[CH:2]=[CH:12][CH:11]=[C:10]([OH:14])[C:5](=[O:6])[C:4]=2[C:15]([OH:16])=[C:17]([OH:18])[C:19]=1[OH:20] |f:4.5.6|. Procedure details: TiO2 grind [16.4 g Ti Pure® titanium dioxide supplied by DuPont Company, Wilmington, Del., 0.7 g dispersing, 0.1 g ammonia (28% strength), 0.2 g surfactant, 0.1 g defoamer, and 1.6 g water] mixed with 54 g of the oxidative polymer and 8 grams of Butyl Cellosolve cosolvent, 1.5 grams of propylene glycol was added to 12.6 grams of water to form a paint. To the paint, 0.6 ml of P-6140 horseradish peroxidase P-6140 (EC 1.11.1.7) supplied by Sigma Chemical, PO Box 14508, St. Louis, Mo. 63178 (1 ml co... The reactants are OC1CCC(CC1)C(=O)O (4-hydroxycyclohexanecarboxylic acid), O (water), N1C=NC=C1 (imidazole), C(C)(C)(C)[Si](C1=CC=CC=C1)(C1=CC=CC=C1)Cl (tert-butyl (diphenyl)silyl chloride). Solvent: CN(C=O)C (N,N-dimethylformamide). Run at time 3 hour. The product is [Si](C1=CC=CC=C1)(C1=CC=CC=C1)(C(C)(C)C)OC1CCC(CC1)C(=O)OCC (ethyl 4-((tert-butyl(diphenyl)silyl)oxy)cyclohexanecarboxylate). As a reaction SMILES: [OH:1][CH:2]1[CH2:7][CH2:6][CH:5]([C:8]([OH:10])=[O:9])[CH2:4][CH2:3]1.N1[CH:15]=[CH:14]N=C1.[C:16]([Si:20](Cl)([C:27]1[CH:32]=[CH:31][CH:30]=[CH:29][CH:28]=1)[C:21]1[CH:26]=[CH:25][CH:24]=[CH:23][CH:22]=1)([CH3:19])([CH3:18])[CH3:17].O>CN(C)C=O>[Si:20]([O:1][CH:2]1[CH2:7][CH2:6][CH:5]([C:8]([O:10][CH2:14][CH3:15])=[O:9])[CH2:4][CH2:3]1)([C:16]([CH3:19])([CH3:18])[CH3:17])([C:27]1[CH:28]=[CH:29][CH:30]=[CH:31][CH:32]=1)[C:21]1[CH:26]=[CH:25][CH:24]=[CH:23][CH:22]=1. Procedure details: To a solution of 25 g of 4-hydroxycyclohexanecarboxylic acid in 125 ml of N,N-dimethylformamide were sequentially added 21.7 g of imidazole and 39.6 ml of tert-butyl (diphenyl)silyl chloride under cooling with ice, followed by stirring the reaction mixture at room temperature for 3 hours. To the reaction mixture was added water and extracted with hexane. The resulting hexane solution was washed with brine, dried over anhydrous magnesium sulfate and filtered. The filtrate was concentrated in vacu... Reactants: 1,2,3,4-Tetrahydroquinoylamine, Cl.O.N1CCC(CC1)=O (4-piperidone monohydrate hydrochloride), Cl (HCl). Run in CCO (EtOH). The product is C1=CC=C2CCCN3C2=C1C1=C3CCNC1 (5,6,8,9,10,11-hexahydro-4H-pyrido[3′,4′:4,5]pyrrolo[3,2,1-ij]quinoline). Yield: 298.5%. RXN SMILES: Cl.O.[NH:3]1[CH2:8][CH2:7][C:6](=O)[CH2:5][CH2:4]1.Cl>CCO>[CH:5]1[C:4]2[C:7]3[CH2:8][NH:3][CH2:4][CH2:5][C:6]=3[N:3]3[C:8]=2[C:7]([CH2:6][CH2:5][CH2:4]3)=[CH:7][CH:6]=1 |f:0.1.2|. Procedure details: 1,2,3,4-Tetrahydroquinoylamine (0.925 g, 6.25 mmol) and 4-piperidone monohydrate hydrochloride (0.960 g, 6.25 mmol) were dissolved in EtOH (15 mL). Conc. HCl (0.52 mL, 6.25 mmol) was added. The reaction was refluxed for 3 hrs and then cooled to RT. The precipitate was collected by vacuum filtration. The residue was washed with 5 mL of EtOH, to afford the title compound (1.32 g, 85%) as a pure, white powder. 1H NMR (CD3OD, 300 MHz) δ7.22 (d, 1H, J=8.1 Hz), 6.92-6.97 (m, 1H), 6.86 (d, 1H, J=7.2 Hz... Starting materials: CCOC(C)=O, CCCCCC, CO, Cc1c(C)c2c(c(C)c1N)C(c1ccc(C(C)C)cc1)C(C)(C)O2, O=C(Cl)c1ccc(F)cc1. Product: Cc1c(C)c2c(c(C)c1NC(=O)c1ccc(F)cc1)C(c1ccc(C(C)C)cc1)C(C)(C)O2. RXN SMILES: [C:41]([O:42][CH2:43][CH3:44])(=[O:45])[CH3:46].[CH3:35][CH2:36][CH2:37][CH2:38][CH2:39][CH3:40].[CH3:47][OH:48].[CH:1]([CH3:2])([CH3:3])[c:4]1[cH:5][cH:6][c:7]([CH:10]2[C:11]([CH3:23])([CH3:24])[O:12][c:13]3[c:14]2[c:15]([CH3:22])[c:16]([NH2:21])[c:17]([CH3:20])[c:18]3[CH3:19])[cH:8][cH:9]1.[F:25][c:26]1[cH:27][cH:28][c:29]([C:30](=[O:31])[Cl:32])[cH:33][cH:34]1>>[CH:1]([CH3:2])([CH3:3])[c:4]1[cH:5][cH:6][c:7]([CH:10]2[C:11]([CH3:23])([CH3:24])[O:12][c:13]3[c:14]2[c:15]([CH3:22])[c:16]([NH:21][C:30]([c:29]2[cH:28][cH:27][c:26]([F:25])[cH:34][cH:33]2)=[O:31])[c:17]([CH3:20])[c:18]3[CH3:19])[cH:8][cH:9]1. Starting materials: CCN=C=NCCCN(C)C, CN(C)c1ccncc1, ClCCl, Cl, Nc1cccc2cnccc12, O=C(O)c1ccc(-c2ccccc2)cc1. Product: Cl, O=C(Nc1cccc2cnccc12)c1ccc(-c2ccccc2)cc1. Reaction SMILES: [CH3:28][N:29]([CH3:30])[CH2:31][CH2:32][CH2:33][N:34]=[C:35]=[N:36][CH2:37][CH3:38].[CH3:42][N:43]([CH3:44])[c:45]1[cH:46][cH:47][n:48][cH:49][cH:50]1.[Cl:39][CH2:40][Cl:41].[ClH:27].[NH2:1][c:2]1[c:3]2[cH:4][cH:5][n:6][cH:7][c:8]2[cH:9][cH:10][cH:11]1.[c:12]1(-[c:21]2[cH:22][cH:23][cH:24][cH:25][cH:26]2)[cH:13][cH:14][c:15]([C:18](=[O:19])[OH:20])[cH:16][cH:17]1>>[ClH:27].[NH:1]([c:2]1[c:3]2[cH:4][cH:5][n:6][cH:7][c:8]2[cH:9][cH:10][cH:11]1)[C:18]([c:15]1[cH:14][cH:13][c:12](-[c:21]2[cH:22][cH:23][cH:24][cH:25][cH:26]2)[cH:17][cH:16]1)=[O:19].